Dataset: the Open Reaction Database (ORD), a public repository of structured organic reaction records. Task: describe an organic reaction: reactants, conditions, products, and yield The reactants are CC=1SC(=C(N1)C)S(=O)(=O)O (2,4-dimethylthiazole-5-sulfonic acid), C(C)(C)OC1=C(C=C(C=C1)[N-]C(C)C)CN[C@@H]1[C@@H](NCCC1)C1=CC=CC=C1 (4-isopropoxy-3-((2S, 3S)-2-phenylpiperidin-3-ylaminomethyl)phenyl-isopropylamide). Product: C(C)(C)OC1=C(C=C(C=C1)N(S(=O)(=O)C1=C(N=C(S1)C)C)C)CN[C@@H]1[C@@H](NCCC1)C1=CC=CC=C1 (2,4-dimethylthiazole-5-sulfonic acid [4-isopropoxy-3-((2S, 3S)-2-phenylpiperidin-3-ylaminomethyl)phenyl]-methylamide). As a reaction SMILES: [CH3:1][C:2]1[S:3][C:4]([S:8]([OH:11])(=[O:10])=O)=[C:5]([CH3:7])[N:6]=1.[CH:12]([O:15][C:16]1[CH:21]=[CH:20][C:19]([N-:22][CH:23](C)C)=[CH:18][C:17]=1[CH2:26][NH:27][C@H:28]1[CH2:33][CH2:32][CH2:31][NH:30][C@H:29]1[C:34]1[CH:39]=[CH:38][CH:37]=[CH:36][CH:35]=1)([CH3:14])[CH3:13]>>[CH:12]([O:15][C:16]1[CH:21]=[CH:20][C:19]([N:22]([CH3:23])[S:8]([C:4]2[S:3][C:2]([CH3:1])=[N:6][C:5]=2[CH3:7])(=[O:10])=[O:11])=[CH:18][C:17]=1[CH2:26][NH:27][C@H:28]1[CH2:33][CH2:32][CH2:31][NH:30][C@H:29]1[C:34]1[CH:39]=[CH:38][CH:37]=[CH:36][CH:35]=1)([CH3:14])[CH3:13]. Reported procedure: 2,4-dimethylthiazole-5-sulfonic acid [4-isopropoxy-3-((2S, 3S)-2-phenylpiperidin-3-ylaminomethyl)phenyl-isopropylamide; Reactants: C(C)(=O)O[C@@H]1C[C@@H]2CC[C@H]3[C@@H]4C[C@H]5[C@H]([C@H](C)[C@]6(O5)CC[C@@H](C)CO6)[C@]4([C@H]([C@@H]([C@@H]3[C@]2(CC1)C)O)OC(C)=O)C ((3β,5α, 11β,12α,25R)-3,12-di(acetoxy)-spirostan-11-ol), N1=CC=CC=C1 (pyridine). The reagents and catalysts are [O-2].[O-2].[O-2].[Cr+6] (chromium trioxide). Solvent: C(Cl)Cl (methylene chloride). The product is C(C)(=O)O[C@@H]1C[C@@H]2CC[C@H]3[C@@H]4C[C@H]5[C@H]([C@H](C)[C@]6(O5)CC[C@@H](C)CO6)[C@]4([C@H](C([C@@H]3[C@]2(CC1)C)=O)OC(C)=O)C ((3β,5α, 12α,25R)-3,12-di(acetoxy)spirostan-11-one). As a reaction SMILES: [C:1]([O:4][C@H:5]1[CH2:31][CH2:30][C@@:29]2([CH3:32])[C@@H:7]([CH2:8][CH2:9][C@@H:10]3[C@@H:28]2[C@@H:27]([OH:33])[C@H:26]([O:34][C:35](=[O:37])[CH3:36])[C@@:25]2([CH3:38])[C@H:11]3[CH2:12][C@@H:13]3[O:18][C@@:17]4([O:24][CH2:23][C@H:21]([CH3:22])[CH2:20][CH2:19]4)[C@@H:15]([CH3:16])[C@@H:14]32)[CH2:6]1)(=[O:3])[CH3:2].N1C=CC=CC=1>C(Cl)Cl.[O-2].[O-2].[O-2].[Cr+6]>[C:1]([O:4][C@H:5]1[CH2:31][CH2:30][C@@:29]2([CH3:32])[C@@H:7]([CH2:8][CH2:9][C@@H:10]3[C@@H:28]2[C:27](=[O:33])[C@H:26]([O:34][C:35](=[O:37])[CH3:36])[C@@:25]2([CH3:38])[C@H:11]3[CH2:12][C@@H:13]3[O:18][C@@:17]4([O:24][CH2:23][C@H:21]([CH3:22])[CH2:20][CH2:19]4)[C@@H:15]([CH3:16])[C@@H:14]32)[CH2:6]1)(=[O:3])[CH3:2] |f:3.4.5.6|. Procedure details: Using the procedure described in Org. Syn., 1976, 55, 84, (3β,5α, 11β,12α,25R)-3,12-di(acetoxy)-spirostan-11-ol was oxidized with chromium trioxide and pyridine in methylene chloride to give the title compound. The reactants are CC(C)COC(=O)NN, CN(C)CCc1c[nH]c2ccc(C=O)cc12, CO. Product: CC(C)COC(=O)NN=Cc1ccc2[nH]cc(CCN(C)C)c2c1. RXN SMILES: [CH2:17]([CH:18]([CH3:19])[CH3:20])[O:21][C:22](=[O:23])[NH:24][NH2:25].[CH3:1][N:2]([CH2:3][CH2:4][c:5]1[cH:6][nH:7][c:8]2[cH:9][cH:10][c:11]([CH:14]=[O:15])[cH:12][c:13]12)[CH3:16].[CH3:26][OH:27]>>[CH3:1][N:2]([CH2:3][CH2:4][c:5]1[cH:6][nH:7][c:8]2[cH:9][cH:10][c:11]([CH:14]=[N:25][NH:24][C:22]([O:21][CH2:17][CH:18]([CH3:19])[CH3:20])=[O:23])[cH:12][c:13]12)[CH3:16]. Starting materials: [BH4-].[Na+] (Sodium borohydride), FC(S(=O)(=O)OC1=CC=2CCCCC2C=C1C=O)(F)F (3-formyl-5,6,7,8-tetrahydronaphthalen-2-yl trifluoromethanesulfonate). Solvent: CCO (EtOH), O (water). Conditions: time 112 hour. The product is FC(S(=O)(=O)OC1=CC=2CCCCC2C=C1CO)(F)F (3-(hydroxymethyl)-5,6,7,8-tetrahydronaphthalen-2-yl trifluoromethanesulfonate). RXN SMILES: [BH4-].[Na+].[F:3][C:4]([F:22])([F:21])[S:5]([O:8][C:9]1[C:18]([CH:19]=[O:20])=[CH:17][C:16]2[CH2:15][CH2:14][CH2:13][CH2:12][C:11]=2[CH:10]=1)(=[O:7])=[O:6]>CCO.O>[F:21][C:4]([F:3])([F:22])[S:5]([O:8][C:9]1[C:18]([CH2:19][OH:20])=[CH:17][C:16]2[CH2:15][CH2:14][CH2:13][CH2:12][C:11]=2[CH:10]=1)(=[O:6])=[O:7] |f:0.1|. Reported procedure: Sodium borohydride (36.3 mg, 0.959 mmol) was added to a stirred solution of 3-formyl-5,6,7,8-tetrahydronaphthalen-2-yl trifluoromethanesulfonate (98.5 mg, 0.320 mmol) in EtOH (5 mL) at room temperature. The reaction was stirred for 112 h at room temperature. The reaction mixture was diluted with water (20 mL) washed with brine and dried (Na2SO4) then concentrated in vacuo to afford the crude product. This was purified by flash chromatography (Si, 25×160 mm, 0-30% EtOAc in hexanes gradient) to af... Starting materials: C(C)C1(COC2=CC(=CC=C2C1CCCCCCCCCC(C(=O)O)CCCCCCC(C(F)(F)F)(F)F)O)C1=CC=C(C=C1)O (11-[(3RS,4RS)-3-ethyl-7-hydroxy-3-(4-hydroxyphenyl)chroman-4-yl]-2-(7,7,8,8,8-pentafluorooctyl)-undecanoic acid), FC(CCCCCCC(C(=O)OCC)CCCCCC=C)(C(F)(F)F)F (ethyl 2-(7,7,8,8,8-pentafluorooctyl)-8-nonenoate). Product: C(C)C1(COC2=CC(=CC=C2C1CCCCCCCCC(C(=O)O)CCCCCCC(C(F)(F)F)(F)F)O)C1=CC=C(C=C1)O (10-[(3RS,4RS)-3-ethyl-7-hydroxy-3-(4-hydroxyphenyl)chroman-4-yl]-2-(7,7,8,8,8-pentafluorooctyl)decanoic acid). RXN SMILES: [CH2:1]([C:3]1([C:40]2[CH:45]=[CH:44][C:43]([OH:46])=[CH:42][CH:41]=2)[CH:12]([CH2:13]CCCCCCCCC(CCCCCCC(F)(F)C(F)(F)F)C(O)=O)[C:11]2[C:6](=[CH:7][C:8]([OH:39])=[CH:9][CH:10]=2)[O:5][CH2:4]1)[CH3:2].[F:47][C:48]([F:72])([C:68]([F:71])([F:70])[F:69])[CH2:49][CH2:50][CH2:51][CH2:52][CH2:53][CH2:54][CH:55]([CH2:61][CH2:62][CH2:63][CH2:64][CH2:65][CH:66]=[CH2:67])[C:56]([O:58]CC)=[O:57]>>[CH2:1]([C:3]1([C:40]2[CH:41]=[CH:42][C:43]([OH:46])=[CH:44][CH:45]=2)[CH:12]([CH2:13][CH2:67][CH2:66][CH2:65][CH2:64][CH2:63][CH2:62][CH2:61][CH:55]([CH2:54][CH2:53][CH2:52][CH2:51][CH2:50][CH2:49][C:48]([F:47])([F:72])[C:68]([F:69])([F:70])[F:71])[C:56]([OH:58])=[O:57])[C:11]2[C:6](=[CH:7][C:8]([OH:39])=[CH:9][CH:10]=2)[O:5][CH2:4]1)[CH3:2]. Procedure details: Starting with the allyl compound prepared in Example 21 and the ethyl 2-(7,7,8,8,8-pentafluorooctyl)-8-nonenoate prepared in Example 12, the same procedure as shown in Example 21 was repeated to give 10-[(3RS,4RS)-3-ethyl-7-hydroxy-3-(4-hydroxyphenyl)chroman-4-yl]-2-(7,7,8,8,8-pentafluorooctyl)decanoic acid. Starting materials: ClC1=CC=C(C(=O)N2C(=C(C3=CC(=CC=C23)OC)CNO)C)C=C1 (1-(4-chlorobenzoyl)-N-hydroxy-5-methoxy-2-methyl-1H-indole-3-methanamine), C(C)C(C(=O)Cl)C(=O)Cl (ethyl malonyl chloride), C(C)(=O)[O-].[Na+] (sodium acetate), O1CCOCC1.O (dioxane water). Yields the product ClC1=CC=C(C(=O)N2C(=C(C3=CC(=CC=C23)OC)CN(C(CC(=O)OCC)=O)O)C)C=C1 (3-[[[1-(4-chlorobenzoyl)-5-methoxy-2-methyl-1H-indol-3-yl]methyl]hydroxyamino]-3-oxopropanoic acid, ethyl ester). The yield is 24.0%. RXN SMILES: [Cl:1][C:2]1[CH:24]=[CH:23][C:5]([C:6]([N:8]2[C:16]3[C:11](=[CH:12][C:13]([O:17][CH3:18])=[CH:14][CH:15]=3)[C:10]([CH2:19][NH:20][OH:21])=[C:9]2[CH3:22])=[O:7])=[CH:4][CH:3]=1.C([CH:27]([C:31](Cl)=[O:32])[C:28](Cl)=[O:29])C.[C:34]([O-])(=O)[CH3:35].[Na+].[O:39]1CCOCC1.O>>[Cl:1][C:2]1[CH:24]=[CH:23][C:5]([C:6]([N:8]2[C:16]3[C:11](=[CH:12][C:13]([O:17][CH3:18])=[CH:14][CH:15]=3)[C:10]([CH2:19][N:20]([OH:21])[C:31](=[O:32])[CH2:27][C:28]([O:29][CH2:34][CH3:35])=[O:39])=[C:9]2[CH3:22])=[O:7])=[CH:4][CH:3]=1 |f:2.3,4.5|. Procedure details: According to the procedure of Example 62, 1-(4-chlorobenzoyl)-N-hydroxy-5-methoxy-2-methyl-1H-indole-3-methanamine is reacted with 1.1 eq of ethyl malonyl chloride in dioxane/water (1:1) in the presence of sodium acetate (2.5 eq). The crude product is purified by column chromatography (silica gel, 3:7 acetone:hexane). The product crystallizes from the chromatography solvents upon standing to give pure 3-[[[1-(4-chlorobenzoyl)-5-methoxy-2-methyl-1H-indol-3-yl]methyl]hydroxyamino]-3-oxopropanoic a...